Dataset: the Open Reaction Database (ORD), a public repository of structured organic reaction records. Task: describe an organic reaction: reactants, conditions, products, and yield The reactants are [N+](=O)([O-])C=1C=C(C(C(=O)O)=CC1)C(=O)O (4-nitrophthalic acid). Solvent: O1CCOCC1 (dioxane). Product: NC=1C=C(C(C(=O)O)=CC1)C(=O)O (4-aminophthalic acid). Yield: 50.0%. Reaction SMILES: [N+:1]([C:4]1[CH:5]=[C:6]([C:13]([OH:15])=[O:14])[C:7](=[CH:11][CH:12]=1)[C:8]([OH:10])=[O:9])([O-])=O>O1CCOCC1>[NH2:1][C:4]1[CH:5]=[C:6]([C:13]([OH:15])=[O:14])[C:7](=[CH:11][CH:12]=1)[C:8]([OH:10])=[O:9]. Reported procedure: 124.9 g (0.69 mol) of 4-aminophthalic acid freshly obtained by reduction of 4-nitrophthalic acid in dioxane are reacted with 109.8 g (0.72 mol) of cis-1,2,3,6-tetrahydrophthalic anhydride in the manner described in Example 9, and the product is worked up as follows: after the batch has stood for 20 hours, the clear reaction solution is concentrated in vacuo to approx. 200 ml and heated with 200 ml of acetic anhydride and 170 ml of pyridine to 60° C. for 10 hours. The solvents are then stripped o... Starting materials: CI (methyl iodide), [Li]CCCC (n-BuLi), S1C=C(C=C1)C(=O)O (3-thiophenecarboxylic acid). Solvent: hexanes, O1CCCC1 (tetrahydrofuran), O1CCCC1 (tetrahydrofuran). Run at temperature -78 celsius, time 40 minute. Product: CC=1SC=CC1C(=O)O (2-Methyl-3-thiophenecarboxylic acid). Reaction SMILES: [S:1]1[CH:5]=[CH:4][C:3]([C:6]([OH:8])=[O:7])=[CH:2]1.[Li][CH2:10]CCC.CI>O1CCCC1>[CH3:10][C:2]1[S:1][CH:5]=[CH:4][C:3]=1[C:6]([OH:8])=[O:7]. Procedure: To a suspension of 5.32 g (41.5 mmol) of 3-thiophenecarboxylic acid in 100 ml of anhydrous tetrahydrofuran (chilled to -78° C.) was added 57.1 ml (91.4 mmol) of 1.6 M n-BuLi in hexanes. The cloudy suspension was stirred at -78° C. under a blanket of argon for 40 minutes, and was then transfered via canulla onto a solution of 59.05 g (25.9 ml, 416 mmol) of methyl iodide dissolved in 20 ml of anhydrous tetrahydrofuran (chilled to -78° C.). The resulting clear, colorless solution was allowed to war... The product is NC1=CC(=NC=2N1N=CC2C=2C=NN(C2)C)C2CCN(CC2)CC(=O)OC(C)(C)C (tert-Butyl 2-(4-(7-amino-3-(1-methyl-1H-pyrazol-4-yl)pyrazolo[1,5-a]pyrimidin-5-yl)piperidin-1-yl)acetate). Reported procedure: tert-Butyl 2-(4-(7-amino-3-(1-methyl-1H-pyrazol-4-yl)pyrazolo[1,5-a]pyrimidin-5-yl)piperidin-1-yl)acetate was synthesized in a manner similar to the synthesis of tert-butyl 2-(4-(7-amino-3-(quinolin-3-yl)pyrazolo[1,5-a]pyrimidin-5-yl)piperidin-1-yl)acetate, but with 3-(1-methyl-1H-pyrazol-4-yl)-5-(piperidin-4-yl)pyrazolo[1,5-a]pyrimidin-7-amine substituted for 5-(piperidin-4-yl)-3-(quinolin-3-yl)pyrazolo[1,5-a]pyrimidin-7-amine. As a reaction SMILES: [NH2:1][C:2]1[N:7]2[N:8]=[CH:9][C:10]([C:11]3[CH:12]=[N:13][C:14]4C([CH:20]=3)=CC=CC=4)=[C:6]2[N:5]=[C:4]([CH:21]2[CH2:26][CH2:25][N:24]([CH2:27][C:28]([O:30][C:31]([CH3:34])([CH3:33])[CH3:32])=[O:29])[CH2:23][CH2:22]2)[CH:3]=1.C[N:36]1C=C(C2C=NN3C(N)=CC(C4CCNCC4)=NC=23)C=N1.N1CCC(C2C=C(N)N3N=CC(C4C=NC5C(C=4)=CC=CC=5)=C3N=2)CC1>>[NH2:1][C:2]1[N:7]2[N:8]=[CH:9][C:10]([C:11]3[CH:20]=[N:36][N:13]([CH3:14])[CH:12]=3)=[C:6]2[N:5]=[C:4]([CH:21]2[CH2:26][CH2:25][N:24]([CH2:27][C:28]([O:30][C:31]([CH3:32])([CH3:34])[CH3:33])=[O:29])[CH2:23][CH2:22]2)[CH:3]=1. The reactants are NC1=CC(=NC=2N1N=CC2C=2C=NC1=CC=CC=C1C2)C2CCN(CC2)CC(=O)OC(C)(C)C (tert-butyl 2-(4-(7-amino-3-(quinolin-3-yl)pyrazolo[1,5-a]pyrimidin-5-yl)piperidin-1-yl)acetate), CN1N=CC(=C1)C=1C=NN2C1N=C(C=C2N)C2CCNCC2 (3-(1-methyl-1H-pyrazol-4-yl)-5-(piperidin-4-yl)pyrazolo[1,5-a]pyrimidin-7-amine), N1CCC(CC1)C1=NC=2N(C(=C1)N)N=CC2C=2C=NC1=CC=CC=C1C2 (5-(piperidin-4-yl)-3-(quinolin-3-yl)pyrazolo[1,5-a]pyrimidin-7-amine). RXN SMILES: [CH2:25]([O:26][CH2:27][CH3:28])[CH3:29].[CH3:1][C:2]([O:3][C:4](=[O:5])[CH3:6])=[O:7].[CH:8](=[O:9])[OH:10].[SH:17][C:18]([CH2:19][CH:20]([CH3:21])[OH:22])([CH3:23])[CH3:24].[cH:11]1[cH:12][cH:13][n:14][cH:15][cH:16]1>>[CH:8](=[O:9])[O:10][CH:20]([CH2:19][C:18]([SH:17])([CH3:23])[CH3:24])[CH3:21]. Reactants: CCOCC, CC(=O)OC(C)=O, O=CO, CC(O)CC(C)(C)S, c1ccncc1. The product is CC(CC(C)(C)S)OC=O.